Dataset: the Open Reaction Database (ORD), a public repository of structured organic reaction records. Task: describe an organic reaction: reactants, conditions, products, and yield Reactants: CCn1c(=O)c2c(nc(n2Cc3ccc(c(c3)Br)OC)N[C@@H]4CCC[C@H]4O)n(c1=O)CCO, C1CCNCC1. Reagents/catalysts: [O-]P(=O)([O-])[O-].[K+].[K+].[K+], [Cu]I, Cc1cccc(c1NC(=O)C(=O)O)C. Solvent: CS(=O)C, CS(=O)C. Reaction conditions: temperature 80 celsius, time 18 hour. Yields the product CCn1c(=O)c2c(nc(n2Cc3ccc(c(c3)N4CCCCC4)OC)N[C@@H]5CCC[C@H]5O)n(c1=O)CCO. Isolated yield 28.9%.